Dataset: the Open Reaction Database (ORD), a public repository of structured organic reaction records. Task: describe an organic reaction: reactants, conditions, products, and yield Reactants: [BH4-].[Na+] (sodium borohydride), ice, BrC=1C=CC(=C(C1)C(CCl)=O)NC1CCN(CC1)C (1-(5-Bromo-2-(1-methylpiperidin-4-ylamino)phenyl)-2-chloroethanone), [OH-].[Na+] (sodium hydroxide). Run in C(C)O (ethanol). Run at time 45 minute. The product is BrC=1C=C2C=CN(C2=CC1)C1CCN(CC1)C (5-Bromo-1-(1-methylpiperidin-4-yl)-1H-indole). Isolated yield 59.2%. RXN SMILES: [Br:1][C:2]1[CH:3]=[CH:4][C:5]([NH:12][CH:13]2[CH2:18][CH2:17][N:16]([CH3:19])[CH2:15][CH2:14]2)=[C:6]([C:8](=O)[CH2:9]Cl)[CH:7]=1.[OH-].[Na+].[BH4-].[Na+]>C(O)C>[Br:1][C:2]1[CH:7]=[C:6]2[C:5](=[CH:4][CH:3]=1)[N:12]([CH:13]1[CH2:18][CH2:17][N:16]([CH3:19])[CH2:15][CH2:14]1)[CH:9]=[CH:8]2 |f:1.2,3.4|. Procedure: To an ice cold solution of compound 79 (583 mg, 1.526 mmol) in 95% ethanol (25 mL) was added 1M sodium hydroxide (1.526 mL, 1.526 mmol) followed by sodium borohydride (28.9 mg, 0.763 mmol) and the mixture stirred under ice cooling for 45 minutes. The reaction was quenched with ice cold H2O (25 mL), diluted with CH2Cl2, transferred to a separatory funnel and the organic layer separated. The aqueous layer was further extracted with CH2Cl2 (twice) and the combined organic layers washed with brine, ... Starting materials: BrCC1CO1, CO, CN(C)C=O, [H-], [Na+], O, O=c1cc(-c2ccccc2)oc2cccc(O)c12. Product: O=c1cc(-c2ccccc2)oc2cccc(OCC3CO3)c12. As a reaction SMILES: [Br:21][CH2:22][CH:23]1[CH2:24][O:25]1.[CH3:26][OH:27].[CH3:28][N:29]([CH3:30])[CH:31]=[O:32].[H-:19].[Na+:20].[OH2:33].[c:1]1(-[c:7]2[o:8][c:9]3[c:10]([c:11](=[O:13])[cH:12]2)[c:14]([OH:18])[cH:15][cH:16][cH:17]3)[cH:2][cH:3][cH:4][cH:5][cH:6]1>>[c:1]1(-[c:7]2[o:8][c:9]3[c:10]([c:11](=[O:13])[cH:12]2)[c:14]([O:18][CH2:22][CH:23]2[CH2:24][O:25]2)[cH:15][cH:16][cH:17]3)[cH:2][cH:3][cH:4][cH:5][cH:6]1. The reactants are Cn1ccnc1, Cc1c([N+](=O)[O-])ccc2c1OC(C)(C)C=C2, CCOC(C)=O, [O-]Cl, [Mn], [Na+], [Na+], [Na+], O=S([O-])([O-])=S. The product is Cc1c([N+](=O)[O-])ccc2c1OC(C)(C)C1OC21. Reaction SMILES: [CH3:17][n:18]1[cH:19][cH:20][n:21][cH:22]1.[CH3:1][C:2]1([CH3:16])[O:3][c:4]2[c:5]([cH:8][cH:9][c:10]([N+:13](=[O:14])[O-:15])[c:11]2[CH3:12])[CH:6]=[CH:7]1.[CH3:34][CH2:35][O:36][C:37](=[O:38])[CH3:39].[Cl:23][O-:24].[Mn:33].[Na+:25].[Na+:31].[Na+:32].[S:26]([O-:27])(=[O:28])([O-:29])=[S:30]>>[CH3:1][C:2]1([CH3:16])[O:3][c:4]2[c:5]([cH:8][cH:9][c:10]([N+:13](=[O:14])[O-:15])[c:11]2[CH3:12])[CH:6]2[CH:7]1[O:28]2.